From a dataset of the Open Reaction Database (ORD), a public repository of structured organic reaction records. describe an organic reaction: reactants, conditions, products, and yield The reactants are [N+](=O)([O-])C1=C(C(=O)OC)C=CC(=C1)OC(F)(F)F (Methyl 2-nitro-4-trifluoromethoxybenzoate). Reagents/catalysts: [Pd] (palladium on activated carbon). Solvent: CO (methanol). Yields the product NC1=C(C(=O)OC)C=CC(=C1)OC(F)(F)F (methyl 2-amino-4-trifluoromethoxybenzoate). The yield is 94.1%. As a reaction SMILES: [N+:1]([C:4]1[CH:13]=[C:12]([O:14][C:15]([F:18])([F:17])[F:16])[CH:11]=[CH:10][C:5]=1[C:6]([O:8][CH3:9])=[O:7])([O-])=O>[Pd].CO>[NH2:1][C:4]1[CH:13]=[C:12]([O:14][C:15]([F:16])([F:17])[F:18])[CH:11]=[CH:10][C:5]=1[C:6]([O:8][CH3:9])=[O:7]. Procedure details: Methyl 2-nitro-4-trifluoromethoxybenzoate (10 g) and 5% palladium on activated carbon (0.5 g) in methanol was hydrogenated for 20 hours at ambient temperature. The mixture was filtered and the filtrate evaporated to give methyl 2-amino-4-trifluoromethoxybenzoate (8.35 g) as a brown oil, NMR (CDCl3) 3.9(s,3H), 5.9(brs,2H), 6.55(m,2H), 7.9(d,1H). The reactants are CCOCC, ClCCl, NC(N)=Nc1nc(-c2cccc(CO)n2)cs1, C1CCOC1, O=S(Cl)Cl. Product: NC(N)=Nc1nc(-c2cccc(CCl)n2)cs1. As a reaction SMILES: [CH3:22][CH2:23][O:24][CH2:25][CH3:26].[Cl:27][CH2:28][Cl:29].[NH2:1][C:2]([NH2:3])=[N:4][c:5]1[s:6][cH:7][c:8](-[c:10]2[n:11][c:12]([CH2:16][OH:17])[cH:13][cH:14][cH:15]2)[n:9]1.[O:30]1[CH2:31][CH2:32][CH2:33][CH2:34]1.[S:18]([Cl:19])([Cl:20])=[O:21]>>[NH2:1][C:2]([NH2:3])=[N:4][c:5]1[s:6][cH:7][c:8](-[c:10]2[n:11][c:12]([CH2:16][Cl:20])[cH:13][cH:14][cH:15]2)[n:9]1. The reactants are C(C)(C)C=1C=C(OC2=C(C=C(C=C2C)NC2=NN=NN2)C)C=CC1OC ([4-(3-isopropyl-4-methoxy-phenoxy)-3,5-dimethyl-phenyl]-(1H-tetrazol-5-yl)-amine), B(Br)(Br)Br (Boron tribromide). Solvent: O (water). Product: CC1=C(OC2=CC(=C(C=C2)O)C(C)C)C(=CC(=C1)NC1=NN=NN1)C (4-[2,6-Dimethyl-4-(1H-tetrazol-5-ylamino)-phenoxy]-2-isopropyl-phenol). As a reaction SMILES: [CH:1]([C:4]1[CH:5]=[C:6]([CH:22]=[CH:23][C:24]=1[O:25]C)[O:7][C:8]1[C:13]([CH3:14])=[CH:12][C:11]([NH:15][C:16]2[NH:20][N:19]=[N:18][N:17]=2)=[CH:10][C:9]=1[CH3:21])([CH3:3])[CH3:2].B(Br)(Br)Br>O>[CH3:14][C:13]1[CH:12]=[C:11]([NH:15][C:16]2[NH:20][N:19]=[N:18][N:17]=2)[CH:10]=[C:9]([CH3:21])[C:8]=1[O:7][C:6]1[CH:22]=[CH:23][C:24]([OH:25])=[C:4]([CH:1]([CH3:3])[CH3:2])[CH:5]=1. Reported procedure: 4-[2,6-Dimethyl-4-(1H-tetrazol-5-ylamino)-phenoxy]-2-isopropyl-phenol was prepared from [4-(3-isopropyl-4-methoxy-phenoxy)-3,5-dimethyl-phenyl]-(1H-tetrazol-5-yl)-amine according to a procedure analogous to that described in EXAMPLE 2, Step B. Boron tribromide (1M in dichloromethane, 8.0 equiv) was used. After water addition, the mixture was extracted with ethyl acetate (3×10 ml). The combined organic phases were dried over anhydrous Na2SO4, filtered, and concentrated. The residue was purified b...